Dataset: the Open Reaction Database (ORD), a public repository of structured organic reaction records. Task: describe an organic reaction: reactants, conditions, products, and yield The reactants are O (water), FC1=C(OC2CCNCC2)C(=C(C(=C1F)F)F)F (4-(2,3,4,5,6-pentafluorophenoxy)piperidine), CP(=O)(C)CCl (dimethylphosphinylmethyl chloride), C([O-])([O-])=O.[K+].[K+] (potassium carbonate). Solvent: CN(C=O)C (dimethylformamide). Run at temperature 80 celsius, time 30 hour. The product is CP(=O)(C)CN1CCC(CC1)OC1=C(C(=C(C(=C1F)F)F)F)F (1-[(dimethylphosphinyl)methyl]-4-(2,3,4,5,6-pentafluorophenoxy)piperidine). Isolated yield 22.2%. Reaction SMILES: C(=O)([O-])[O-].[K+].[K+].[F:7][C:8]1[C:20]([F:21])=[C:19]([F:22])[C:18]([F:23])=[C:17]([F:24])[C:9]=1[O:10][CH:11]1[CH2:16][CH2:15][NH:14][CH2:13][CH2:12]1.[CH3:25][P:26]([CH2:29]Cl)([CH3:28])=[O:27].O>CN(C)C=O>[CH3:25][P:26]([CH2:29][N:14]1[CH2:15][CH2:16][CH:11]([O:10][C:9]2[C:17]([F:24])=[C:18]([F:23])[C:19]([F:22])=[C:20]([F:21])[C:8]=2[F:7])[CH2:12][CH2:13]1)([CH3:28])=[O:27] |f:0.1.2|. Reported procedure: To a stirring mixture of 9.0 g of potassium carbonate in 100 ml of dimethylformamide was added 8.0 g of 4-(2,3,4,5,6-pentafluorophenoxy)piperidine and 9.5 g of dimethylphosphinylmethyl chloride. After stirring at 80° C. for 30 hours, the reaction mixture was cooled, poured into water, and extracted with ethyl acetate. The organic layer was washed with water followed by a saturated sodium chloride solution and dried over anhydrous magnesium sulfate. After filtering, evaporation afforded a residue...